Dataset: the Open Reaction Database (ORD), a public repository of structured organic reaction records. Task: describe an organic reaction: reactants, conditions, products, and yield The reactants are NC1=CC(CC(C1)C1=C(C(=CC=C1)Cl)Cl)=O (1-amino-5-(2, 3-dichlorophenyl)cyclohexen-3-one), [OH-].[K+] (potassium hydroxide), [OH-].[K+] (potassium hydroxide). Run in C(C)O (ethanol), C1(=CC=CC=C1)C (toluene). Reaction conditions: temperature 115 celsius. Product: ClC1=C(C=CC=C1Cl)C1CC(C=2C(=CC=NC2C1)C)=O (7-(2,3-dichlorophenyl)-4-methyl-5,6,7,8-tetrahydroquinolin-5-one). The yield is 117.1%. As a reaction SMILES: [NH2:1][C:2]1[CH2:7][CH:6]([C:8]2[CH:13]=[CH:12][CH:11]=[C:10]([Cl:14])[C:9]=2[Cl:15])[CH2:5][C:4](=[O:16])[CH:3]=1.[OH-].[K+]>C(O)C.C1(C)C=CC=CC=1>[Cl:15][C:9]1[C:10]([Cl:14])=[CH:11][CH:12]=[CH:13][C:8]=1[CH:6]1[CH2:7][C:2]2[N:1]=[CH:7][CH:2]=[C:3]([CH3:4])[C:3]=2[C:4](=[O:16])[CH2:5]1 |f:1.2|. Procedure: In a mixture of ethanol (30 ml) and toluene (90 ml) was dissolved 1-amino-5-(2, 3-dichlorophenyl)cyclohexen-3-one (1.5 g), and to the solution were added 3-oxobutylaldehydedimethylacetal (2 g) and granulated potassium hydroxide (330 mg). The mixture was stirred at 115° C. (bath temperature), and to the mixture was added granulated potassium hydroxide (70 mg), 30 minutes later; 1 hour later; and 1.5 hours, respectively. The reaction solution was stirred at the same temperature for 1 hour, cooled ... Starting materials: 2C, C1(CC1)CCN1C(C(C2=CC=CC=C12)(C1=CC2=C(OCO2)C=C1O)O)=O (1-(2-cyclopropylethyl)-3-hydroxy-3-(6-hydroxy-1,3-benzodioxol-5-yl)-1,3-dihydro-2H-indol-2-one), C1(=CC=CC=C1)C(N1C(C(C2=CC=CC=C12)(C=1C(=CC2=C(CCO2)C1)O)O)=O)C1=CC=CC=C1 (1-(diphenylmethyl)-3-hydroxy-3-(6-hydroxy-2,3-dihydro-1-benzofuran-5-yl)-1,3-dihydro-2H-indol-2-one). Yields the product C1(=CC=CC=C1)C(N1C(C(C2=CC=CC=C12)C=1C(=CC2=C(CCO2)C1)O)=O)C1=CC=CC=C1 (1-(diphenylmethyl)-3-(6-hydroxy-2,3-dihydro-1-benzofuran-5-yl)-1,3-dihydro-2H-indol-2-one). As a reaction SMILES: C1(CCN2C3C(=CC=CC=3)C(O)(C3C(O)=CC4OCOC=4C=3)C2=O)CC1.[C:27]1([CH:33]([C:55]2[CH:60]=[CH:59][CH:58]=[CH:57][CH:56]=2)[N:34]2[C:42]3[C:37](=[CH:38][CH:39]=[CH:40][CH:41]=3)[C:36](O)([C:43]3[C:44]([OH:52])=[CH:45][C:46]4[O:50][CH2:49][CH2:48][C:47]=4[CH:51]=3)[C:35]2=[O:54])[CH:32]=[CH:31][CH:30]=[CH:29][CH:28]=1>>[C:55]1([CH:33]([C:27]2[CH:32]=[CH:31][CH:30]=[CH:29][CH:28]=2)[N:34]2[C:42]3[C:37](=[CH:38][CH:39]=[CH:40][CH:41]=3)[CH:36]([C:43]3[C:44]([OH:52])=[CH:45][C:46]4[O:50][CH2:49][CH2:48][C:47]=4[CH:51]=3)[C:35]2=[O:54])[CH:56]=[CH:57][CH:58]=[CH:59][CH:60]=1. Reported procedure: Following the procedure as described in PREPARATION 2C, and making non-critical variations to replace 1-(2-cyclopropylethyl)-3-hydroxy-3-(6-hydroxy-1,3-benzodioxol-5-yl)-1,3-dihydro-2H-indol-2-one with 1-(diphenylmethyl)-3-hydroxy-3-(6-hydroxy-2,3-dihydro-1-benzofuran-5-yl)-1,3-dihydro-2H-indol-2-one, the title compound was obtained (67%) as a white solid: MS (ES+) m/z 434.3 (M+1). The reactants are CC1=NC(=CC=C1N)N1C[C@@H](CC1)N1[C@H](CCC1)C (2-methyl-6-[(3R)-3-[(2S)-2-methylpyrrolidin-1-yl]pyrrolidin-1-yl]pyridin-3-amine), N1=CC=CC=C1 (pyridine), C(C(CO)(CO)N)O (trisamine), C1(CC1)S(=O)(=O)Cl (cyclopropanesulfonyl chloride). Solvent: ClCCCl (DCE), ClCCCl (DCE). Reaction conditions: time 5 hour. Yields the product CC1=NC(=CC=C1NS(=O)(=O)C1CC1)N1C[C@@H](CC1)N1[C@H](CCC1)C (Cyclopropanesulfonic acid [2-methyl-6-((2S,3′R)-2-methyl-[1,3′]bipyrrolidinyl-1′-yl)-pyridin-3-yl]-amide). Yield: 29.6%. As a reaction SMILES: [CH3:1][C:2]1[C:7]([NH2:8])=[CH:6][CH:5]=[C:4]([N:9]2[CH2:13][CH2:12][C@@H:11]([N:14]3[CH2:18][CH2:17][CH2:16][C@@H:15]3[CH3:19])[CH2:10]2)[N:3]=1.N1C=CC=CC=1.[CH:26]1([S:29](Cl)(=[O:31])=[O:30])[CH2:28][CH2:27]1.C(O)C(N)(CO)CO>ClCCCl>[CH3:1][C:2]1[C:7]([NH:8][S:29]([CH:26]2[CH2:28][CH2:27]2)(=[O:31])=[O:30])=[CH:6][CH:5]=[C:4]([N:9]2[CH2:13][CH2:12][C@@H:11]([N:14]3[CH2:18][CH2:17][CH2:16][C@@H:15]3[CH3:19])[CH2:10]2)[N:3]=1. Procedure details: To a solution of 2-methyl-6-[(3R)-3-[(2S)-2-methylpyrrolidin-1-yl]pyrrolidin-1-yl]pyridin-3-amine (22.7 mg, 0.09 mmol) in DCE (1 mL) was added pyridine (0.22 mL, 2.7 mmol) followed by a solution of cyclopropanesulfonyl chloride (38 mg, 0.27 mmol) in DCE (1 mL) and stirred at ambient temperature for 5 hours. To this mixture was then added trisamine resin (200 mg, 0.8 mmol, 4 mmol/g loading), stirred for 30 min, filtered and concentrated to afford a crude solid which was purified by flash column c... The reactants are CCc1cc2ccccn2c1C(=O)c1ccc(OS(=O)(=O)c2ccc(C)cc2)cc1, CCO, Cl, [Na+], [OH-], O. Product: CCc1cc2ccccn2c1C(=O)c1ccc(O)cc1. RXN SMILES: [CH2:1]([CH3:2])[c:3]1[cH:4][c:5]2[cH:6][cH:7][cH:8][cH:9][n:10]2[c:11]1[C:12]([c:13]1[cH:14][cH:15][c:16]([O:19][S:20]([c:21]2[cH:22][cH:23][c:24]([CH3:25])[cH:26][cH:27]2)(=[O:28])=[O:29])[cH:17][cH:18]1)=[O:30].[CH3:34][CH2:35][OH:36].[ClH:33].[Na+:32].[OH-:31].[OH2:37]>>[CH2:1]([CH3:2])[c:3]1[cH:4][c:5]2[cH:6][cH:7][cH:8][cH:9][n:10]2[c:11]1[C:12]([c:13]1[cH:14][cH:15][c:16]([OH:19])[cH:17][cH:18]1)=[O:30].